Dataset: the Open Reaction Database (ORD), a public repository of structured organic reaction records. Task: describe an organic reaction: reactants, conditions, products, and yield Reported procedure: Prepared according to the procedure described in Example 1, Step 6, using the following starting materials: (2′-ethylaminomethyl-6-methoxy-4′-trifluoromethyl-biphenyl-3-yl)-acetonitrile and benzyl chloroformate. The reactants are C(C)NCC1=C(C=CC(=C1)C(F)(F)F)C1=CC(=CC=C1OC)CC#N ((2′-ethylaminomethyl-6-methoxy-4′-trifluoromethyl-biphenyl-3-yl)-acetonitrile), ClC(=O)OCC1=CC=CC=C1 (benzyl chloroformate). Yields the product C(C1=CC=CC=C1)OC(N(CC)CC1=C(C=CC(=C1)C(F)(F)F)C1=C(C=CC(=C1)CC#N)OC)=O ((5′-Cyanomethyl-2′-methoxy-4-trifluoromethyl-biphenyl-2-ylmethyl)-ethyl-carbamic acid benzyl ester). As a reaction SMILES: [CH2:1]([NH:3][CH2:4][C:5]1[CH:10]=[C:9]([C:11]([F:14])([F:13])[F:12])[CH:8]=[CH:7][C:6]=1[C:15]1[C:20]([O:21][CH3:22])=[CH:19][CH:18]=[C:17]([CH2:23][C:24]#[N:25])[CH:16]=1)[CH3:2].Cl[C:27]([O:29][CH2:30][C:31]1[CH:36]=[CH:35][CH:34]=[CH:33][CH:32]=1)=[O:28]>>[CH2:30]([O:29][C:27](=[O:28])[N:3]([CH2:4][C:5]1[CH:10]=[C:9]([C:11]([F:13])([F:14])[F:12])[CH:8]=[CH:7][C:6]=1[C:15]1[CH:16]=[C:17]([CH2:23][C:24]#[N:25])[CH:18]=[CH:19][C:20]=1[O:21][CH3:22])[CH2:1][CH3:2])[C:31]1[CH:36]=[CH:35][CH:34]=[CH:33][CH:32]=1. The reactants are Fc1c(F)c(Br)c(F)c(F)c1Br, Cc1cc(-c2c(F)c(F)c3c(=O)c(C(=O)O)cn4c3c2OCC4C)cc(C)n1, [Li]CCCC, O=C=O. The product is O=C(O)c1c(F)c(F)c(Br)c(F)c1F. RXN SMILES: [Br:29][c:30]1[c:31]([F:40])[c:32]([F:39])[c:33]([Br:38])[c:34]([F:37])[c:35]1[F:36].[CH3:1][c:2]1[cH:3][c:4](-[c:5]2[c:6]([F:7])[c:8]([F:9])[c:10]3[c:11](=[O:12])[c:13]([C:23](=[O:24])[OH:25])[cH:14][n:15]4[c:21]3[c:20]2[O:19][CH2:18][CH:16]4[CH3:17])[cH:22][c:26]([CH3:27])[n:28]1.[Li:41][CH2:42][CH2:43][CH2:44][CH3:45].[O:46]=[C:47]=[O:48]>>[C:23](=[O:24])([OH:25])[c:30]1[c:31]([F:40])[c:32]([F:39])[c:33]([Br:38])[c:34]([F:37])[c:35]1[F:36]. The reactants are [OH-].[Na+] (NaOH), C(C)O (ethanol), N1=CC(=CC=C1)C=O (pyridine-3-carbaldehyde), CC(=O)C1=CC(=CC=C1)OCC2=CC=CC=C2 (3-benzyloxyacetophenone). Run in O (H2O). Conditions: time 18 hour. Product: C(C1=CC=CC=C1)OC1=C(C=CC=C1)C(C=CC=1C=NC=CC1)=O (1-(Benzyloxyphenyl)-3-(3-pyridyl)-2-propen-1-one). RXN SMILES: [OH-].[Na+].[CH2:3]([OH:5])[CH3:4].CC([C:9]1[CH:14]=[CH:13][CH:12]=[C:11]([O:15][CH2:16][C:17]2[CH:22]=[CH:21][CH:20]=[CH:19][CH:18]=2)[CH:10]=1)=O.[N:23]1[CH:28]=[CH:27][CH:26]=[C:25]([CH:29]=O)[CH:24]=1>O>[CH2:16]([O:15][C:11]1[CH:10]=[CH:9][CH:14]=[CH:13][C:12]=1[C:3](=[O:5])[CH:4]=[CH:29][C:25]1[CH:24]=[N:23][CH:28]=[CH:27][CH:26]=1)[C:17]1[CH:18]=[CH:19][CH:20]=[CH:21][CH:22]=1 |f:0.1|. Procedure details: To a solution of NaOH (0.488 g) in 10 ml of H2O was added 5 ml of 95% ethanol, followed by 3-benzyloxyacetophenone (2.5 g). The resulting solution was cooled to 0°-5° C. and pyridine-3-carbaldehyde (0.903 ml) added. After standing at 0°-5° C. for 18 hours, present title product was recovered by filtration and purified by chromatography on silica gel using 1:4 ethyl acetate:CH2Cl2 as eluant to yield 1.5 g of purified title product as an off-white solid; mp 117°-119° C.; IR (KBr) 1660 cm-1;Anal. C... The reactants are ClC=1C=C2C(C(NC2=CC1)=O)(C1=C(C=CC(=C1)C)OC)N1C(CN(CC1)C(=O)OC(C)(C)C)C(=O)N(C)C (tert-butyl 4-[5-chloro-3-(2-methoxy-5-methylphenyl)-2-oxo-2,3-dihydro-1H-indol-3-yl]-3-[(dimethylamino)carbonyl]piperazine-1-carboxylate), COC1=CC(=C(C=C1)S(=O)(=O)Cl)OC(F)(F)F (4-methoxy-2-(trifluoromethoxy)benzene sulfonyl chloride). Product: ClC=1C=C2C(C(N(C2=CC1)S(=O)(=O)C1=C(C=C(C=C1)OC)OC(F)(F)F)=O)(C1=C(C=CC(=C1)C)OC)N1C(CN(CC1)C(=O)OC(C)(C)C)C(=O)N(C)C (tert-butyl 4-(5-chloro-3-(2-methoxy-5-methylphenyl)-1-{[4-methoxy-2-(trifluoromethoxy)phenyl]sulfonyl}-2-oxo-2,3-dihydro-1H-indol-3-yl)-3-[(dimethylamino)carbonyl]piperazine-1-carboxylate). Isolated yield 80.5%. As a reaction SMILES: [Cl:1][C:2]1[CH:3]=[C:4]2[C:8](=[CH:9][CH:10]=1)[NH:7][C:6](=[O:11])[C:5]2([N:21]1[CH2:26][CH2:25][N:24]([C:27]([O:29][C:30]([CH3:33])([CH3:32])[CH3:31])=[O:28])[CH2:23][CH:22]1[C:34]([N:36]([CH3:38])[CH3:37])=[O:35])[C:12]1[CH:17]=[C:16]([CH3:18])[CH:15]=[CH:14][C:13]=1[O:19][CH3:20].[CH3:39][O:40][C:41]1[CH:46]=[CH:45][C:44]([S:47](Cl)(=[O:49])=[O:48])=[C:43]([O:51][C:52]([F:55])([F:54])[F:53])[CH:42]=1>>[Cl:1][C:2]1[CH:3]=[C:4]2[C:8](=[CH:9][CH:10]=1)[N:7]([S:47]([C:44]1[CH:45]=[CH:46][C:41]([O:40][CH3:39])=[CH:42][C:43]=1[O:51][C:52]([F:53])([F:54])[F:55])(=[O:49])=[O:48])[C:6](=[O:11])[C:5]2([N:21]1[CH2:26][CH2:25][N:24]([C:27]([O:29][C:30]([CH3:33])([CH3:32])[CH3:31])=[O:28])[CH2:23][CH:22]1[C:34]([N:36]([CH3:38])[CH3:37])=[O:35])[C:12]1[CH:17]=[C:16]([CH3:18])[CH:15]=[CH:14][C:13]=1[O:19][CH3:20]. Procedure: With 1.70 g of the compound obtained in Step 109-5 and 1.00 g of 4-methoxy-2-(trifluoromethoxy)benzene sulfonyl chloride as starting material, 2.01 g of the title compound (amorphous) was obtained by a similar procedure to Example 2. Starting materials: CC(=O)OCc1c(Br)cccc1N1CCc2cc(C(C)(C)C)ccc2C1=O, CCCCO, Cn1cc(B2OC(C)(C)C(C)(C)O2)cc(Nc2ccc(C(=O)N3CCOCC3)cn2)c1=O, CCOC(C)=O, O. The product is CC(=O)OCc1c(-c2cc(Nc3ccc(C(=O)N4CCOCC4)cn3)c(=O)n(C)c2)cccc1N1CCc2cc(C(C)(C)C)ccc2C1=O. Reaction SMILES: [Br:33][c:34]1[c:35]([CH2:36][O:37][C:38]([CH3:39])=[O:40])[c:41]([N:45]2[C:46](=[O:59])[c:47]3[cH:48][cH:49][c:50]([C:55]([CH3:56])([CH3:57])[CH3:58])[cH:51][c:52]3[CH2:53][CH2:54]2)[cH:42][cH:43][cH:44]1.[CH2:60]([OH:61])[CH2:62][CH2:63][CH3:64].[CH3:1][n:2]1[c:3](=[O:32])[c:4]([NH:17][c:18]2[n:19][cH:20][c:21]([C:24](=[O:25])[N:26]3[CH2:27][CH2:28][O:29][CH2:30][CH2:31]3)[cH:22][cH:23]2)[cH:5][c:6]([B:8]2[O:9][C:10]([CH3:11])([CH3:12])[C:13]([CH3:14])([CH3:15])[O:16]2)[cH:7]1.[CH3:66][CH2:67][O:68][C:69](=[O:70])[CH3:71].[OH2:65]>>[CH3:1][n:2]1[c:3](=[O:32])[c:4]([NH:17][c:18]2[n:19][cH:20][c:21]([C:24](=[O:25])[N:26]3[CH2:27][CH2:28][O:29][CH2:30][CH2:31]3)[cH:22][cH:23]2)[cH:5][c:6](-[c:34]2[c:35]([CH2:36][O:37][C:38]([CH3:39])=[O:40])[c:41]([N:45]3[C:46](=[O:59])[c:47]4[cH:48][cH:49][c:50]([C:55]([CH3:56])([CH3:57])[CH3:58])[cH:51][c:52]4[CH2:53][CH2:54]3)[cH:42][cH:43][cH:44]2)[cH:7]1. The reactants are O=C(Cl)c1ccccc1Br, [C-]#N, CC#N, [I-], [Na+]. The product is N#CC(=O)c1ccccc1Br. RXN SMILES: [Br:5][c:6]1[c:7]([C:8](=[O:9])[Cl:10])[cH:11][cH:12][cH:13][cH:14]1.[C-:1]#[N:2].[CH3:15][C:16]#[N:17].[I-:4].[Na+:3]>>[C:1](#[N:2])[C:8]([c:7]1[c:6]([Br:5])[cH:14][cH:13][cH:12][cH:11]1)=[O:9]. The reactants are CCO, [H][H], Cc1cc([N+](=O)[O-])c(C)c2c1OCO2. Yields the product Cc1cc(N)c(C)c2c1OCO2. As a reaction SMILES: [CH3:17][CH2:18][OH:19].[H:15][H:16].[N+:1]([O-:2])(=[O:3])[c:4]1[c:5]([CH3:14])[c:6]2[c:7]([c:11]([CH3:13])[cH:12]1)[O:8][CH2:9][O:10]2>>[NH2:1][c:4]1[c:5]([CH3:14])[c:6]2[c:7]([c:11]([CH3:13])[cH:12]1)[O:8][CH2:9][O:10]2.